Task: describe an organic reaction: reactants, conditions, products, and yield. Dataset: the Open Reaction Database (ORD), a public repository of structured organic reaction records The yield is 98.3%. Reactants: CN1CCC(CC1)(NC(=O)C=1OC(=CC1)C#CC1=CC=CC=C1)CC(=O)OCC (Ethyl 2-(1-methyl-4-(5-(phenylethynyl)furan-2-carboxamido)piperidin-4-yl)acetate), CI (MeI). Procedure details: Ethyl 2-(1-methyl-4-(5-(phenylethynyl)furan-2-carboxamido)piperidin-4-yl)acetate (51 mg, 0.129 mmol) was treated with MeI (80 uL, 1.29 mmol) as described in Example 2a to yield crude title compound (68 mg, 97%) which was used without further purification. 1H NMR (400 MHz, CD3OD) δ 7.57-7.53 (m, 2H), 7.47-7.42 (m, 3H), 7.21 (s, 1H), 6.87 (s, 1H), 4.11 (q, 2H, J=7.2 Hz), 3.58-3.42 (m, 4H), 3.22 (s, 3H), 3.21 (s, 3H), 3.02 (s, 2H), 2.90-2.83 (m, 2H), 2.29-2.19 (m, 2H), 1.18 (t, 3H, J=7.2 Hz); MS ES... Product: [I-].C(C)OC(CC1(CC[N+](CC1)(C)C)NC(=O)C=1OC(=CC1)C#CC1=CC=CC=C1)=O (4-(2-ethoxy-2-oxoethyl)-1,1-dimethyl-4-(5-(phenylethynyl)furan-2-carboxamido)-piperidinium iodide). RXN SMILES: [CH3:1][N:2]1[CH2:7][CH2:6][C:5]([CH2:24][C:25]([O:27][CH2:28][CH3:29])=[O:26])([NH:8][C:9]([C:11]2[O:12][C:13]([C:16]#[C:17][C:18]3[CH:23]=[CH:22][CH:21]=[CH:20][CH:19]=3)=[CH:14][CH:15]=2)=[O:10])[CH2:4][CH2:3]1.[CH3:30][I:31]>>[I-:31].[CH2:28]([O:27][C:25](=[O:26])[CH2:24][C:5]1([NH:8][C:9]([C:11]2[O:12][C:13]([C:16]#[C:17][C:18]3[CH:23]=[CH:22][CH:21]=[CH:20][CH:19]=3)=[CH:14][CH:15]=2)=[O:10])[CH2:4][CH2:3][N+:2]([CH3:30])([CH3:1])[CH2:7][CH2:6]1)[CH3:29] |f:2.3|.